From a dataset of the Open Reaction Database (ORD), a public repository of structured organic reaction records. describe an organic reaction: reactants, conditions, products, and yield Reactants: ClC=1N=CC2=C(N1)N(C=C2)CC(=O)N2CCOCC2 (2-(2-chloro-7H-pyrrolo[2,3-d]pyrimidin-7-yl)-1-morpholinoethanone), C1N(CCC2=CC=CC=C12)CC(CNC1=NC=CC(=C1)B1OC(C(O1)(C)C)(C)C)O (1-(3,4-dihydroisoquinolin-2(1H)-yl)-3-((4-(4,4,5,5-tetramethyl-1,3,2-dioxaborolan-2-yl)pyridin-2-yl)amino)propan-2-ol), C(=O)([O-])[O-].[K+].[K+] (K2CO3). Reagents/catalysts: C1=CC=C(C=C1)P([C-]2C=CC=C2)C3=CC=CC=C3.C1=CC=C(C=C1)P([C-]2C=CC=C2)C3=CC=CC=C3.Cl[Pd]Cl.[Fe+2] (Pd(dppf)Cl2). Solvent: O1CCOCC1.O (dioxane H2O). Reaction conditions: temperature 100 celsius. The product is C1N(CCC2=CC=CC=C12)CC(CNC1=NC=CC(=C1)C=1N=CC2=C(N1)N(C=C2)CC(=O)N2CCOCC2)O (2-(2-(2-((3-(3,4-dihydroisoquinolin-2(1H)-yl)-2-hydroxypropyl)amino)pyridin-4-yl)-7H-pyrrolo[2,3-d]pyrimidin-7-yl)-1-morpholinoethanone). The yield is 50.5%. Reaction SMILES: Cl[C:2]1[N:3]=[CH:4][C:5]2[CH:10]=[CH:9][N:8]([CH2:11][C:12]([N:14]3[CH2:19][CH2:18][O:17][CH2:16][CH2:15]3)=[O:13])[C:6]=2[N:7]=1.[CH2:20]1[C:29]2[C:24](=[CH:25][CH:26]=[CH:27][CH:28]=2)[CH2:23][CH2:22][N:21]1[CH2:30][CH:31]([OH:49])[CH2:32][NH:33][C:34]1[CH:39]=[C:38](B2OC(C)(C)C(C)(C)O2)[CH:37]=[CH:36][N:35]=1.C([O-])([O-])=O.[K+].[K+]>O1CCOCC1.O.C1C=CC(P(C2C=CC=CC=2)[C-]2C=CC=C2)=CC=1.C1C=CC(P(C2C=CC=CC=2)[C-]2C=CC=C2)=CC=1.Cl[Pd]Cl.[Fe+2]>[CH2:20]1[C:29]2[C:24](=[CH:25][CH:26]=[CH:27][CH:28]=2)[CH2:23][CH2:22][N:21]1[CH2:30][CH:31]([OH:49])[CH2:32][NH:33][C:34]1[CH:39]=[C:38]([C:2]2[N:3]=[CH:4][C:5]3[CH:10]=[CH:9][N:8]([CH2:11][C:12]([N:14]4[CH2:19][CH2:18][O:17][CH2:16][CH2:15]4)=[O:13])[C:6]=3[N:7]=2)[CH:37]=[CH:36][N:35]=1 |f:2.3.4,5.6,7.8.9.10|. Reported procedure: To a solution of 2-(2-chloro-7H-pyrrolo[2,3-d]pyrimidin-7-yl)-1-morpholinoethanone (60 mg, 0.268 mmol) in dioxane/H2O (10 mL) was added 1-(3,4-dihydroisoquinolin-2(1H)-yl)-3-((4-(4,4,5,5-tetramethyl-1,3,2-dioxaborolan-2-yl)pyridin-2-yl)amino)propan-2-ol (120.5 mg, 0.15 mmol), Pd(dppf)Cl2 (10 mg) and K2CO3 (72.86 mg, 0.15 mmol). The reaction mixture was heated at 100° C. under microwave conditions for 40 min. The mixture was concentrated and the residue was dissolved in ethyl acetate, washed with... Reactants: O=[N+]([O-])c1cc(Cl)cnc1Cl, C1COCCO1. Product: Nc1cc(Cl)cnc1Cl. RXN SMILES: [Cl:1][c:2]1[n:3][cH:4][c:5]([Cl:11])[cH:6][c:7]1[N+:8]([O-:9])=[O:10].[O:12]1[CH2:13][CH2:14][O:15][CH2:16][CH2:17]1>>[Cl:1][c:2]1[n:3][cH:4][c:5]([Cl:11])[cH:6][c:7]1[NH2:8]. Reactants: O=C([O-])[O-], CS(C)=O, CC(C)N1CCNCC1, COc1cc(F)c(C)cc1[N+](=O)[O-], [K+], [K+], O. The product is COc1cc(N2CCN(C(C)C)CC2)c(C)cc1[N+](=O)[O-]. RXN SMILES: [C:14](=[O:15])([O-:16])[O-:17].[CH3:30][S:31]([CH3:32])=[O:33].[CH:20]([CH3:21])([CH3:22])[N:23]1[CH2:24][CH2:25][NH:26][CH2:27][CH2:28]1.[F:1][c:2]1[c:3]([CH3:13])[cH:4][c:5]([N+:10](=[O:11])[O-:12])[c:6]([O:8][CH3:9])[cH:7]1.[K+:18].[K+:19].[OH2:29]>>[c:2]1([N:26]2[CH2:25][CH2:24][N:23]([CH:20]([CH3:21])[CH3:22])[CH2:28][CH2:27]2)[c:3]([CH3:13])[cH:4][c:5]([N+:10](=[O:11])[O-:12])[c:6]([O:8][CH3:9])[cH:7]1. The reactants are FC(C=1C=C(C=CC1)NC(=O)C=1C=C2C(=NN=C(C2=CC1)O)Cl)(F)F (4-chloro-1-hydroxy-phthalazine-6-carboxylic acid (3-trifluoromethyl-phenyl)-amide). The reagents and catalysts are [Pd] (Pd/C). Solvent: CO (MeOH). Conditions: time 16 hour. Yields the product FC(C=1C=C(C=CC1)NC(=O)C=1C=C2C=NN=C(C2=CC1)O)(F)F (1-hydroxy-phthalazine-6-carboxylic acid (3-trifluoromethyl-phenyl)-amide). Yield: 34.5%. As a reaction SMILES: [F:1][C:2]([F:25])([F:24])[C:3]1[CH:4]=[C:5]([NH:9][C:10]([C:12]2[CH:13]=[C:14]3[C:19](=[CH:20][CH:21]=2)[C:18]([OH:22])=[N:17][N:16]=[C:15]3Cl)=[O:11])[CH:6]=[CH:7][CH:8]=1>[Pd].CO>[F:25][C:2]([F:1])([F:24])[C:3]1[CH:4]=[C:5]([NH:9][C:10]([C:12]2[CH:13]=[C:14]3[C:19](=[CH:20][CH:21]=2)[C:18]([OH:22])=[N:17][N:16]=[CH:15]3)=[O:11])[CH:6]=[CH:7][CH:8]=1. Reported procedure: A mixture of 4-chloro-1-hydroxy-phthalazine-6-carboxylic acid (3-trifluoromethyl-phenyl)-amide (64 mg, 0.174 mmol) (example 25), MeOH (3 mL) and 10% wet Pd/C (catalytic) was evacuated and flushed (3×) with hydrogen. The mixture was stirred under hydrogen for 16 h. The mixture was filtered through celite, rinsed with MeOH and concentrated under vacuum. Chromatography (Hex/EtOAc) was used to obtain 1-hydroxy-phthalazine-6-carboxylic acid (3-trifluoromethyl-phenyl)-amide (20 mg) as a white solid. 1... Reactants: [N+](=O)(O)[O-] (HNO3), O=S1(N=C(NC2=C1C=CC=C2)C=2C(N(NC(C2O)C(C)C)CCC(C)C)=O)=O (4-(1,1-Dioxo-1,4-dihydro-1λ6-benzo[1,2,4]thiadiazin-3-yl)-5-hydroxy-6-isopropyl-2-(3-methyl-butyl)-1,6-dihydro-2H-pyridazin-3-one), ice. Solvent: OS(=O)(=O)O (H2SO4). Reaction conditions: temperature 0 celsius, time 30 minute. Product: OC1=C(C(N(N=C1C(C)C)CCC(C)C)=O)C1=NS(C2=C(N1)C=CC(=C2)[N+](=O)[O-])(=O)=O (5-Hydroxy-6-isopropyl-2-(3-methyl-butyl)-4-(7-nitro-1,1-dioxo-1,4-dihydro-1λ6-benzo[1,2,4]thiadiazin-3-yl)-2H-pyridazin-3-one). Isolated yield 85.0%. RXN SMILES: [O:1]=[S:2]1(=[O:28])[C:7]2[CH:8]=[CH:9][CH:10]=[CH:11][C:6]=2[NH:5][C:4]([C:12]2[C:13](=[O:27])[N:14]([CH2:22][CH2:23][CH:24]([CH3:26])[CH3:25])[NH:15][CH:16]([CH:19]([CH3:21])[CH3:20])[C:17]=2[OH:18])=[N:3]1.[N+:29]([O-])([OH:31])=[O:30]>OS(O)(=O)=O>[OH:18][C:17]1[C:16]([CH:19]([CH3:21])[CH3:20])=[N:15][N:14]([CH2:22][CH2:23][CH:24]([CH3:26])[CH3:25])[C:13](=[O:27])[C:12]=1[C:4]1[NH:5][C:6]2[CH:11]=[CH:10][C:9]([N+:29]([O-:31])=[O:30])=[CH:8][C:7]=2[S:2](=[O:1])(=[O:28])[N:3]=1. Procedure: To a solution of 5h (0.097 g, 0.025 mmol) in conc H2SO4 (0.65 mL) cooled on ice bath was added conc HNO3 (0.10 mL). After stirring 30 min at 0° C., the reaction mixture was poured onto crushed ice (1.5 g). The resulting precipitate was collected by filtration to give 5i (0.091 g, 85%) as a yellow solid. 1H NMR (400 MHz, D6-DMSO) δ 13.90 (s, 1 H), 8.57 (d, J=2.8 Hz, 1 H), 8.49 (dd, J=9.2, 2.8 Hz, 1 H), 7.82 (d, J=8.8 Hz, 1 H), 4.11 (t, J=6.8 Hz, 2 H), 3.23 (m, 2 H), 1.61 (m, 2 H), 1.21 (d, J=8 Hz... Starting materials: C(C(=O)Cl)(=O)Cl (oxalyl chloride), C(C)(C)C(C(=O)O)CCC(C)=O (2-isopropyl-5-oxohexanoic acid). Solvent: C1=CC=CC=C1 (benzene), C1=CC=CC=C1 (benzene). Reaction conditions: time 20 hour. Product: C(C)(C)C(C(=O)Cl)CCC(C)=O (2-isopropyl-5-oxohexanoyl chloride). As a reaction SMILES: C(Cl)(=O)C([Cl:4])=O.[CH:7]([CH:10]([CH2:14][CH2:15][C:16](=[O:18])[CH3:17])[C:11](O)=[O:12])([CH3:9])[CH3:8]>C1C=CC=CC=1>[CH:7]([CH:10]([CH2:14][CH2:15][C:16](=[O:18])[CH3:17])[C:11]([Cl:4])=[O:12])([CH3:9])[CH3:8]. Procedure: A solution of 6.0 g (0.0468 mole) of oxalyl chloride in 4 ml of benzene was chilled to 0° C under a nitrogen atmosphere. A solution of 4.0 g (0.0234 mole) of 2-isopropyl-5-oxohexanoic acid in 4 ml of benzene was added and the solution was warmed to room temperature, and stirred at room temperature for 20 hours. Evaporation of the solvent under reduced pressure yielded a 2-isopropyl-5-oxohexanoyl chloride residue, and the residue was dissolved in 3 ml of benzene. A 3.1 g (0.0222 mole) quantity of... Reactants: NC1=C(C=NN1C1=CC=C(C=C1)F)C(C1=CC(=CC=C1)CCO[Si](C)(C)C(C)(C)C)=O (5-amino-1-(4-fluorophenyl)-4-[3-(2-tert-butyldimethylsiloxyethyl)-benzoyl]pyrazole), [F-].C(CCC)[N+](CCCC)(CCCC)CCCC (tetrabutylammonium fluoride). Solvent: [Cl-].[Na+].O (brine), O1CCCC1 (tetrahydrofuran). Conditions: time 1 hour. Product: NC1=C(C=NN1C1=CC=C(C=C1)F)C(C1=CC(=CC=C1)CCO)=O (5-amino-1-(4-fluorophenyl)-4-[3-(2-hydroxyethyl)benzoyl]pyrazole). Isolated yield 82.0%. Reaction SMILES: [NH2:1][C:2]1[N:6]([C:7]2[CH:12]=[CH:11][C:10]([F:13])=[CH:9][CH:8]=2)[N:5]=[CH:4][C:3]=1[C:14](=[O:31])[C:15]1[CH:20]=[CH:19][CH:18]=[C:17]([CH2:21][CH2:22][O:23][Si](C(C)(C)C)(C)C)[CH:16]=1.[F-].C([N+](CCCC)(CCCC)CCCC)CCC>O1CCCC1.[Cl-].[Na+].O>[NH2:1][C:2]1[N:6]([C:7]2[CH:12]=[CH:11][C:10]([F:13])=[CH:9][CH:8]=2)[N:5]=[CH:4][C:3]=1[C:14](=[O:31])[C:15]1[CH:20]=[CH:19][CH:18]=[C:17]([CH2:21][CH2:22][OH:23])[CH:16]=1 |f:1.2,4.5.6|. Reported procedure: To a solution of 5-amino-1-(4-fluorophenyl)-4-[3-(2-tert-butyldimethylsiloxyethyl)-benzoyl]pyrazole (1.2 g, 3.0 mmol) in tetrahydrofuran (25 ml) was added tetrabutylammonium fluoride (3.6 ml, 3.6 mmol, 1 M solution in tetrahydrofuran). After 1 h, the reaction mixture was poured into brine and the product was extracted into ethyl acetate. The organic layer was dried over sodium sulfate, filtered and concentrated in vacuo. The residue was purified by flash chromatography (elution gradient: 40-100%...